From a dataset of the Open Reaction Database (ORD), a public repository of structured organic reaction records. describe an organic reaction: reactants, conditions, products, and yield The reactants are Example 171, Cl.CN(CCCN=C=NCC)C (1-(3-dimethylaminopropyl)-3-ethylcarbodiimide hydrochloride), CN(C=O)C (N,N-dimethylformamide), ClC=1C=C2C=C(NC2=CC1)C(=O)O (5-chloroindole-2-carboxylic acid), ON1N=NC2=C1C=CC=C2 (1-hydroxybenzotriazole). Reaction conditions: temperature 50 celsius, time 1 day. Yields the product N[C@H]1[C@H](COC1)NC(=O)C=1NC2=CC=C(C=C2C1)Cl (N-[(3R*,4S*)-4-aminotetrahydro-3-furanyl]-5-chloroindole-2-carboxamide). As a reaction SMILES: [Cl:1][C:2]1[CH:3]=[C:4]2[C:8](=[CH:9][CH:10]=1)[NH:7][C:6]([C:11]([OH:13])=O)=[CH:5]2.O[N:15]1[C:19]2[CH:20]=CC=[CH:23][C:18]=2[N:17]=N1.Cl.CN(C)CCCN=C=NCC.CN(C)C=[O:39]>>[NH2:17][C@@H:18]1[CH2:23][O:39][CH2:20][C@@H:19]1[NH:15][C:11]([C:6]1[NH:7][C:8]2[C:4]([CH:5]=1)=[CH:3][C:2]([Cl:1])=[CH:10][CH:9]=2)=[O:13] |f:2.3|. Reported procedure: To a solution of the compound obtained in Referential Example 171 (0.5 g) in N,N-dimethylformamide (10 mL) were sequentially added 5-chloroindole-2-carboxylic acid (0.29 g), 1-hydroxybenzotriazole (0.2 g), and 1-(3-dimethylaminopropyl)-3-ethylcarbodiimide hydrochloride (0.6 g) at room temperature, followed by stirring at 50° C. for 1 day. The reaction mixture was concentrated, and the residue was diluted with a solvent mixture comprising chloroform and methanol (9:1). The diluted mixture was was... Starting materials: C(CCC)[Li] (n-butyl lithium), C(CCC)=C1CCCC=2OC=CC21 (4-n-butylidene-4,5,6,7-tetrahydrobenzo[b]furan), C(=O)=O.C(Cl)(Cl)(Cl)Cl (dry ice carbon tetrachloride). The solvent is CCOCC (Et2O), CCOCC (Et2O). Run at time 1 hour. Yields the product C(CCC)=C1CCCC=2OC(=CC21)C(=O)O (4-n-butylidene-4,5,6,7-tetrahydrobenzo[b]furan-2-carboxylic acid). Reaction SMILES: C([Li])CCC.[CH:6](=[C:10]1[C:18]2[CH:17]=[CH:16][O:15][C:14]=2[CH2:13][CH2:12][CH2:11]1)[CH2:7][CH2:8][CH3:9].[C:19](=[O:21])=[O:20].C(Cl)(Cl)(Cl)Cl>CCOCC>[CH:6](=[C:10]1[C:18]2[CH:17]=[C:16]([C:19]([OH:21])=[O:20])[O:15][C:14]=2[CH2:13][CH2:12][CH2:11]1)[CH2:7][CH2:8][CH3:9] |f:2.3|. Reported procedure: To a mixture of 1.66 N n-butyl lithium (nBuLi) (328 ml in n-hexane solution) and Et2O (100 ml) was added a mixture of 4-n-butylidene-4,5,6,7-tetrahydrobenzo[b]furan (9.60 g) and Et2O (50 ml) dropwise over 5 minutes while maintaining −30˜−20° C. by dry ice—carbon tetrachloride (CCl4) cooling. The reaction mixture was stirred at r.t. for 1 hour, and was bubbled by carbon dioxide (CO2) gas for 1 hour. The whole mixture was stirred at r.t. overnight and poured into a mixture of water and Et2O. The s... Procedure details: 45 g (0.168 mol) of diethyl 5-nitropyridine-2,3-dicarboxylate were added in the course of 10 minutes with stirring to a mixture of 13.4 g (0.336 mol) of sodium hydroxide in 65 ml of water and washed in with 6.5 ml of ethanol. The mixture was brought to reflux, diluted with a further 30 ml of water and cooled again after heating for 1 hour. The precipitate deposited after the addition of 500 ml of acetone was filtered off with suction, washed and dried, 42.4 g (98.6% of theory) of sodium 5-nitrop... Product: [N+](=O)([O-])C=1C=C(C(=NC1)C(=O)[O-])C(=O)[O-].[Na+].[Na+] (sodium 5-nitropyridine-2,3-dicarboxylate). The solvent is O (water). Reaction SMILES: [N+:1]([C:4]1[CH:5]=[C:6]([C:15]([O:17]CC)=[O:16])[C:7]([C:10]([O:12]CC)=[O:11])=[N:8][CH:9]=1)([O-:3])=[O:2].[OH-].[Na+:21]>O>[N+:1]([C:4]1[CH:5]=[C:6]([C:15]([O-:17])=[O:16])[C:7]([C:10]([O-:12])=[O:11])=[N:8][CH:9]=1)([O-:3])=[O:2].[Na+:21].[Na+:21] |f:1.2,4.5.6|. The reactants are [N+](=O)([O-])C=1C=C(C(=NC1)C(=O)OCC)C(=O)OCC (diethyl 5-nitropyridine-2,3-dicarboxylate), [OH-].[Na+] (sodium hydroxide). Isolated yield 98.6%. Starting materials: [N+](=O)([O-])C1=CC=C(C=C1)S(=O)(=O)N1CCN(CC1)C1=CC=C(C=C1)OCCC (1[(p-nitrophenyl)sulfonyl] -4-(p-propoxyphenyl)piperazine), [H][H] (hydrogen). The reagents and catalysts are [Pt]=O (platinum oxide). Yields the product NC1=CC=C(C=C1)S(=O)(=O)N1CCN(CC1)C1=CC=C(C=C1)OCCC (1-[(p-aminophenyl)sulfonyl]-4-(p-propoxyphenyl)piperazine). As a reaction SMILES: [N+:1]([C:4]1[CH:9]=[CH:8][C:7]([S:10]([N:13]2[CH2:18][CH2:17][N:16]([C:19]3[CH:24]=[CH:23][C:22]([O:25][CH2:26][CH2:27][CH3:28])=[CH:21][CH:20]=3)[CH2:15][CH2:14]2)(=[O:12])=[O:11])=[CH:6][CH:5]=1)([O-])=O.[H][H]>[Pt]=O>[NH2:1][C:4]1[CH:9]=[CH:8][C:7]([S:10]([N:13]2[CH2:18][CH2:17][N:16]([C:19]3[CH:24]=[CH:23][C:22]([O:25][CH2:26][CH2:27][CH3:28])=[CH:21][CH:20]=3)[CH2:15][CH2:14]2)(=[O:11])=[O:12])=[CH:6][CH:5]=1. Reported procedure: In the manner given in Example 1B, 1[(p-nitrophenyl)sulfonyl] -4-(p-propoxyphenyl)piperazine is reduced with hydrogen over platinum oxide catalyst (PtO2) to give 1-[(p-aminophenyl)sulfonyl]-4-(p-propoxyphenyl)piperazine. Starting materials: C1(=CC=CC=C1)C1=NOC(C1)CCCC=O (4-(3-Phenyl-4,5-dihydroisoxazol-5-yl)butanal), C1(=C(C=CC=C1)N1CCNCC1)C (1-(o-tolyl) piperazine), [BH-](OC(=O)C)(OC(=O)C)OC(=O)C.[Na+] (NaBH(OAc)3). The solvent is C(Cl)Cl (methylene chloride). Product: C1(=CC=CC=C1)C1=NOC(C1)CCCCN1CCN(CC1)C1=C(C=CC=C1)C (1-[4-(3-Phenyl-4,5-dihydroisoxazol-5-yl)butyl]-4-(2-methylphenyl)piperazine). The yield is 62.1%. Reaction SMILES: [C:1]1([C:7]2[CH2:11][CH:10]([CH2:12][CH2:13][CH2:14][CH:15]=O)[O:9][N:8]=2)[CH:6]=[CH:5][CH:4]=[CH:3][CH:2]=1.[C:17]1([CH3:29])[CH:22]=[CH:21][CH:20]=[CH:19][C:18]=1[N:23]1[CH2:28][CH2:27][NH:26][CH2:25][CH2:24]1.[BH-](OC(C)=O)(OC(C)=O)OC(C)=O.[Na+]>C(Cl)Cl>[C:1]1([C:7]2[CH2:11][CH:10]([CH2:12][CH2:13][CH2:14][CH2:15][N:26]3[CH2:27][CH2:28][N:23]([C:18]4[CH:19]=[CH:20][CH:21]=[CH:22][C:17]=4[CH3:29])[CH2:24][CH2:25]3)[O:9][N:8]=2)[CH:6]=[CH:5][CH:4]=[CH:3][CH:2]=1 |f:2.3|. Procedure: 4-(3-Phenyl-4,5-dihydroisoxazol-5-yl)butanal (27.1 mg, 0.124 mmol), 1-(o-tolyl) piperazine (20.0 mg, 0.113 mmol), molecular sieve (5 beads) and NaBH(OAc)3 (72.1 mg, 0.340 mmol) were reacted in 3 mL of methylene chloride for about 12 hr. With the following processes the same as in Example 1, 26.5 mg (67.3%) of the target compound was obtained. Reactants: CC=1N=COC1C1=C(C=CC=C1Cl)O (2-(4-methyloxazole-5-yl)-3-chlorophenol), CS(=O)(=O)C1=NC(=CC(=N1)OC)OC (2-methanesulfonyl-4,6-dimethoxypyrimidine), C([O-])([O-])=O (carbonate), ice water. The solvent is CN(C)C=O (DMF). Conditions: temperature 50 celsius, time 14 hour. Product: CC=1N=COC1C1=C(C=CC=C1OC1=NC(=CC(=N1)OC)OC)Cl (4-methyl-5-[2-chloro-6-(4,6-dimethoxypyrimidine-2-yloxy)phenyl]oxazole). RXN SMILES: [CH3:1][C:2]1[N:3]=[CH:4][O:5][C:6]=1[C:7]1[C:12]([Cl:13])=[CH:11][CH:10]=[CH:9][C:8]=1[OH:14].CS([C:19]1[N:24]=[C:23]([O:25][CH3:26])[CH:22]=[C:21]([O:27][CH3:28])[N:20]=1)(=O)=O.C(=O)([O-])[O-]>CN(C=O)C>[CH3:1][C:2]1[N:3]=[CH:4][O:5][C:6]=1[C:7]1[C:8]([O:14][C:19]2[N:24]=[C:23]([O:25][CH3:26])[CH:22]=[C:21]([O:27][CH3:28])[N:20]=2)=[CH:9][CH:10]=[CH:11][C:12]=1[Cl:13]. Procedure: 5 ml DMF solution containing 0.25 g 2-(4-methyloxazole-5-yl)-3-chlorophenol, 0.19 g 2-methanesulfonyl-4,6-dimethoxypyrimidine and 0.42 g pottasium carbonate was stirred for 14 hours at 50° C. After completing the reaction, the solution reacted was poured into ice water and then extracted with ethyl acetate. The organic layer obtained was washed with water and then dried by using anhydrous magnesium sulfate. After filtration, the solvent used was removed by distillation under reduced pressure, af... The reactants are COc1ccc(C2CCCCO2)c2sc(NC(=O)c3ccnc(Br)c3)nc12, O=C([O-])[O-], C1COCCN1, CN1CCCC1=O, [Cs+], [Cs+]. The product is COc1ccc(C2CCCCO2)c2sc(NC(=O)c3ccnc(N4CCOCC4)c3)nc12. As a reaction SMILES: [Br:1][c:2]1[cH:3][c:4]([C:5](=[O:6])[NH:7][c:8]2[s:9][c:10]3[c:11]([n:12]2)[c:13]([O:23][CH3:24])[cH:14][cH:15][c:16]3[CH:17]2[O:18][CH2:19][CH2:20][CH2:21][CH2:22]2)[cH:25][cH:26][n:27]1.[C:28](=[O:29])([O-:30])[O-:31].[CH2:34]1[CH2:35][O:36][CH2:37][CH2:38][NH:39]1.[CH3:40][N:41]1[CH2:42][CH2:43][CH2:44][C:45]1=[O:46].[Cs+:32].[Cs+:33]>>[c:2]1([N:39]2[CH2:34][CH2:35][O:36][CH2:37][CH2:38]2)[cH:3][c:4]([C:5](=[O:6])[NH:7][c:8]2[s:9][c:10]3[c:11]([n:12]2)[c:13]([O:23][CH3:24])[cH:14][cH:15][c:16]3[CH:17]2[O:18][CH2:19][CH2:20][CH2:21][CH2:22]2)[cH:25][cH:26][n:27]1. Reactants: Cl.BrC1=CN2C(S1)=NC(=C2)N (2-bromo-imidazo[2,1-b]thiazol-6-ylamine hydrochloride), C(C)(C)(C)OC(=O)N[C@@H](C(=O)N1[C@@H](CCC1)C(=O)O)C1=CC=CC=C1 ((S,R)-1-(2-tert-butoxycarbonylamino-2-phenyl-acetyl)-pyrrolidine-2-carboxylic acid), C(C)(C)(C)OC(N[C@H](C(=O)N1[C@@H](CCC1)C(NC=1N=C2SC(=CN2C1)Br)=O)C1=CC=CC=C1)=O ((S,S) {2-[2-(2-bromo-imidazo[2,1-b]thiazol-6-ylcarbamoyl)-pyrrolidin-1-yl]-2-oxo-1-phenyl-ethyl}-carbamic acid tert-butyl ester). Yields the product COC(N[C@H](C(=O)N1[C@H](CCC1)C(NC=1N=C2SC(=CN2C1)Br)=O)C1=CC=CC=C1)=O ((S,R)-{2-[2-(2-bromo-imidazo[2,1-b]thiazol-6-ylcarbamoyl)-pyrrolidin-1-yl]-2-oxo-1-phenyl-ethyl}-carbamic acid methyl ester). Isolated yield 44.0%. Reaction SMILES: Cl.BrC1SC2=NC(N)=CN2C=1.C(OC(N[C@H](C1C=CC=CC=1)C(N1CCC[C@H]1C(O)=O)=O)=O)(C)(C)C.[C:37]([O:41][C:42](=[O:70])[NH:43][C@@H:44]([C:64]1[CH:69]=[CH:68][CH:67]=[CH:66][CH:65]=1)[C:45]([N:47]1[CH2:51][CH2:50][CH2:49][C@H:48]1[C:52](=[O:63])[NH:53][C:54]1[N:55]=[C:56]2[N:60]([CH:61]=1)[CH:59]=[C:58]([Br:62])[S:57]2)=[O:46])(C)(C)C>>[CH3:37][O:41][C:42](=[O:70])[NH:43][C@@H:44]([C:64]1[CH:69]=[CH:68][CH:67]=[CH:66][CH:65]=1)[C:45]([N:47]1[CH2:51][CH2:50][CH2:49][C@@H:48]1[C:52](=[O:63])[NH:53][C:54]1[N:55]=[C:56]2[N:60]([CH:61]=1)[CH:59]=[C:58]([Br:62])[S:57]2)=[O:46] |f:0.1|. Procedure: Compound 34 was synthesized from compound 11 (0.471 mmol) and compound 33 (0.707 mmol), following the procedure as described for compound 23, as a yellow solid in 44% yield. MS (ESI, EI+) m/z=505.93-507.95 (MH+). Starting materials: C(C)(C)(C)OC(NC1CCC(CC1)(F)F)=O ((4,4-difluoro-cyclohexyl)-carbamic acid tert-butyl ester). The solvent is C(=O)(C(F)(F)F)O (TFA). Conditions: time 8 hour. Product: FC1(CCC(CC1)N)F (4,4-difluoro-cyclohexylamine). As a reaction SMILES: C(OC(=O)[NH:7][CH:8]1[CH2:13][CH2:12][C:11]([F:15])([F:14])[CH2:10][CH2:9]1)(C)(C)C>C(O)(C(F)(F)F)=O>[F:14][C:11]1([F:15])[CH2:12][CH2:13][CH:8]([NH2:7])[CH2:9][CH2:10]1. Reported procedure: Allow the solution of (4,4-difluoro-cyclohexyl)-carbamic acid tert-butyl ester in 20 mL of TFA to stand at room temp for overnight. Concentrate the mixture under vacuum. Pass the residue through a SCX column to yield 251 mg of the title product: mass spectrum (m/z): 136 (M+1).